From a dataset of the Open Reaction Database (ORD), a public repository of structured organic reaction records. describe an organic reaction: reactants, conditions, products, and yield Starting materials: CCO, Cc1cc([N+](=O)[O-])cnc1CCCC#N. Yields the product Cc1cc(N)cnc1CCCC#N. RXN SMILES: [CH3:16][CH2:17][OH:18].[N+:1]([O-:2])(=[O:3])[c:4]1[cH:5][c:6]([CH3:15])[c:7]([CH2:10][CH2:11][CH2:12][C:13]#[N:14])[n:8][cH:9]1>>[NH2:1][c:4]1[cH:5][c:6]([CH3:15])[c:7]([CH2:10][CH2:11][CH2:12][C:13]#[N:14])[n:8][cH:9]1. Starting materials: C(C(=O)O)(=O)O (oxalic acid), COC=1C=C2C=CC=NC2=C(C1)O (6-methoxyquinolin-8-ol), OC=1C=CC=C2C=CC=NC12 (8-hydroxyquinoline). The solvent is CN(C)C=O (DMF). Yields the product oxalate salt, C1=C(C=CC2=CC=CC=C12)C1CC2CCC(C1)N2CCOC=2C=CC=C1C=CC=NC21 (8-{2-[3-(2-Naphthyl)-8-azabicyclo[3.2.1]oct-8-yl]ethoxy}quinoline). As a reaction SMILES: [OH:1][C:2]1[CH:3]=[CH:4][CH:5]=[C:6]2[C:11]=1[N:10]=[CH:9][CH:8]=[CH:7]2.CO[C:14]1[CH:15]=[C:16]2[C:21](=[C:22](O)[CH:23]=1)[N:20]=[CH:19][CH:18]=[CH:17]2.[C:25](O)(=O)[C:26](O)=O>CN(C=O)C>[CH:21]1[C:22]2[C:23](=[CH:11][CH:2]=[CH:3][CH:4]=2)[CH:14]=[CH:15][C:16]=1[CH:17]1[CH2:8][CH:7]2[N:20]([CH2:25][CH2:26][O:1][C:2]3[CH:3]=[CH:4][CH:5]=[C:6]4[C:11]=3[N:10]=[CH:9][CH:8]=[CH:7]4)[CH:19]([CH2:5][CH2:6]2)[CH2:18]1. Procedure: The title compound is prepared according to Example 8, Step 5, except 8-hydroxyquinoline is used in place 6-methoxyquinolin-8-ol. The corresponding oxalate salt is prepared by treating the title compound with 1 equiv. oxalic acid in DMF to precipitate a white solid. Yield: 51%; mp: 110-113° C.; MS (ES) m/z: 409 (MH)+. The reactants are CNc1cc(C)ccn1, CCN(C(C)C)C(C)C, O=C(O)c1ncc(Cl)cc1NS(=O)(=O)c1ccc(Cl)c(C(F)(F)F)c1. The product is Cc1ccnc(N(C)C(=O)c2ncc(Cl)cc2NS(=O)(=O)c2ccc(Cl)c(C(F)(F)F)c2)c1. As a reaction SMILES: [CH3:26][NH:27][c:28]1[n:29][cH:30][cH:31][c:32]([CH3:34])[cH:33]1.[CH:35]([N:36]([CH2:37][CH3:38])[CH:39]([CH3:40])[CH3:41])([CH3:42])[CH3:43].[Cl:1][c:2]1[cH:3][c:4]([NH:11][S:12](=[O:13])(=[O:14])[c:15]2[cH:16][c:17]([C:22]([F:23])([F:24])[F:25])[c:18]([Cl:21])[cH:19][cH:20]2)[c:5]([C:8](=[O:9])[OH:10])[n:6][cH:7]1>>[Cl:1][c:2]1[cH:3][c:4]([NH:11][S:12](=[O:13])(=[O:14])[c:15]2[cH:16][c:17]([C:22]([F:23])([F:24])[F:25])[c:18]([Cl:21])[cH:19][cH:20]2)[c:5]([C:8](=[O:9])[N:27]([CH3:26])[c:28]2[n:29][cH:30][cH:31][c:32]([CH3:34])[cH:33]2)[n:6][cH:7]1. Reactants: CN1N=CN=C1 (1-methyl-1,2,4-triazole), C(CCC)[Li] (n-butyllithium), C(C)(C)(C)OC(=O)N[C@@H](CC(C)C)C=O (N-tert-butoxycarbonyl-L-leucinal), [Cl-].[NH4+] (ammonium chloride). Solvent: O1CCCC1 (tetrahydrofuran), O1CCCC1 (tetrahydrofuran). Reaction conditions: temperature -75 celsius, time 1.5 hour. The product is C(C)(C)(C)OC(=O)N[C@H]([C@@H](O)C1=NC=NN1C)CC(C)C ((S)2-(tert-butoxycarbonyl)amino-4-methyl-(R)1-(1-methyl-1H-1,2,4-triazol-5 -yl)pentan-1-ol). As a reaction SMILES: [CH3:1][N:2]1[CH:6]=[N:5][CH:4]=[N:3]1.C([Li])CCC.[C:12]([O:16][C:17]([NH:19][C@H:20]([CH:25]=[O:26])[CH2:21][CH:22]([CH3:24])[CH3:23])=[O:18])([CH3:15])([CH3:14])[CH3:13].[Cl-].[NH4+]>O1CCCC1>[C:12]([O:16][C:17]([NH:19][C@@H:20]([CH2:21][CH:22]([CH3:24])[CH3:23])[C@H:25]([C:6]1[N:2]([CH3:1])[N:3]=[CH:4][N:5]=1)[OH:26])=[O:18])([CH3:15])([CH3:14])[CH3:13] |f:3.4|. Reported procedure: To a solution of 5.3 g of 1-methyl-1,2,4-triazole in 100 ml of tetrahydrofuran under nitrogen at -75° C. was added via syringe 25.6 ml of n-butyllithium. The solution was stirred 1.5 hour at -75° C. and then 6.9 g of N-tert-butoxycarbonyl-L-leucinal in 25 ml of tetrahydrofuran at -75° C. was added. The mixture was stirred 1/2 hour each at -75° C. and at -23° C. the mixture was treated with 10 ml of saturated ammonium chloride and concentrated. The residue in 100 ml of ethyl acetate was washed wi...